describe an organic reaction: reactants, conditions, products, and yield From a dataset of the Open Reaction Database (ORD), a public repository of structured organic reaction records. Reactants: ice water, Cl (hydrochloric acid), O=C1NS(C2=C1SC=C2)(=O)=O (2,3-dihydro-3-oxothieno[2,3-d]isothiazole 1,1-dioxide), P12(=S)SP3(=S)SP(=S)(S1)SP(=S)(S2)S3 (phosphorus pentasulfide). The solvent is N1=CC=CC=C1 (pyridine). Reaction conditions: time 45 minute. Yields the product Cl (hydrochloric acid), S1(NC(C2=C1C=CS2)=S)(=O)=O (thieno[2,3-d]isothiazole-3(2H)-thione 1,1-dioxide). Reaction SMILES: O=[C:2]1[C:6]2[S:7][CH:8]=[CH:9][C:5]=2[S:4](=[O:11])(=[O:10])[NH:3]1.P12(SP3(SP(SP(S3)(S1)=S)(=S)S2)=S)=[S:13].[ClH:26]>N1C=CC=CC=1>[ClH:26].[S:4]1(=[O:11])(=[O:10])[C:5]2[CH:9]=[CH:8][S:7][C:6]=2[C:2](=[S:13])[NH:3]1. Reported procedure: To a stirred solution of 15.2 g (0.08 mole) of 2,3-dihydro-3-oxothieno[2,3-d]isothiazole 1,1-dioxide (U.S. Pat. No. 4,028,373) in 200 ml of dry pyridine at 80° C. was added 15.2 g of phosphorus pentasulfide over a period of 10 minutes. The reaction mixture was stirred for a period of 45 minutes at this temperature and was then poured into 500 ml of ice water. The reaction mixture was acidified with conc. hydrochloric acid solution to pH 1. The resulting precipitate was collected on a filter and ... Starting materials: [NH4+].[Cl-] (NH4Cl), BrC1=CC=C(C=C1)/C=C/C(=O)OCC (ethyl (2E)-3-(4-bromophenyl)acrylate), C1(CCCCC1)P(C1=C(C=CC=C1)C=1C(=CC=CC1)N(C)C)C1CCCCC1 (2′-(dicyclohexylphosphino)-N,N-dimethyl-2-biphenylamine), C([O-])([O-])=O.[Cs+].[Cs+] (cesium carbonate), C(C1=CC=CC=C1)N1C[C@@H](CC1)N ((3R)-1-benzyl-3-pyrrolidinamine). The reagents and catalysts are C(C)(=O)[O-].[Pd+2].C(C)(=O)[O-] (palladium(II) acetate). The solvent is O1CCOCC1 (dioxane). Product: C(C1=CC=CC=C1)N1C[C@@H](CC1)NC1=CC=C(C=C1)/C=C/C(=O)OCC (ethyl (2E)-3-(4-{[(3R)-1-benzyl-3-pyrrolidinyl]amino}phenyl)acrylate). The yield is 74.0%. RXN SMILES: Br[C:2]1[CH:7]=[CH:6][C:5](/[CH:8]=[CH:9]/[C:10]([O:12][CH2:13][CH3:14])=[O:11])=[CH:4][CH:3]=1.C1(P(C2CCCCC2)C2C=CC=CC=2C2C(N(C)C)=CC=CC=2)CCCCC1.C(=O)([O-])[O-].[Cs+].[Cs+].[CH2:49]([N:56]1[CH2:60][CH2:59][C@@H:58]([NH2:61])[CH2:57]1)[C:50]1[CH:55]=[CH:54][CH:53]=[CH:52][CH:51]=1.[NH4+].[Cl-]>O1CCOCC1.C([O-])(=O)C.[Pd+2].C([O-])(=O)C>[CH2:49]([N:56]1[CH2:60][CH2:59][C@@H:58]([NH:61][C:2]2[CH:7]=[CH:6][C:5](/[CH:8]=[CH:9]/[C:10]([O:12][CH2:13][CH3:14])=[O:11])=[CH:4][CH:3]=2)[CH2:57]1)[C:50]1[CH:51]=[CH:52][CH:53]=[CH:54][CH:55]=1 |f:2.3.4,6.7,9.10.11|. Reported procedure: To a solution of ethyl (2E)-3-(4-bromophenyl)acrylate (1.0 g) in dioxane (70 mL) was added palladium(II) acetate (88 mg), 2′-(dicyclohexylphosphino)-N,N-dimethyl-2-biphenylamine (231 mg), cesium carbonate (1.79 g), and (3R)-1-benzyl-3-pyrrolidinamine (760 mg). The mixture was heated at 90 for 24 hours. The resulting mixture was poured into sat NH4Cl aq solution and extracted with AcOEt. The organic layer was washed with sat. NH4Cl aq solution, water, and brine, and dried over Na2SO4. The solvent... The reactants are ClC1=CC=C(C=C1)C[C@H](C(=O)N1CCC(CC1)C1=C(C=CC=C1)NC(=O)OC)NC(=O)[C@H]1N(CC2=CC=CC=C2C1)C(=O)OC(C)(C)C (tert-butyl 3-[N-((1R)-1-[(4-chlorophenyl)methyl]-2-(4-[2-(methoxycarbonylamino)-phenyl]-piperidyl}-2-oxoethyl)-carbamoyl](3S)-1,2,3,4-tetrahydroisoquinoline-2-carboxylate), C(=O)(C(F)(F)F)O (TFA). The solvent is C(Cl)Cl (CH2Cl2). Conditions: time 30 minute. Product: FC(C(=O)O)(F)F.ClC1=CC=C(C=C1)C[C@H](C(=O)N1CCC(CC1)C1=C(C=CC=C1)NC(=O)OC)NC(=O)[C@H]1NCC2=CC=CC=C2C1 (N-((1R)-1-[(4-Chlorophenyl)methyl]-2-{4-[2-(methoxycarbonylamino)phenyl]piperidyl}-2-oxoethyl)-((3S)(3-1,2,3,4-tetrahydroisoquinolyl))carboxamide trifluoroacetate). Reaction SMILES: [Cl:1][C:2]1[CH:7]=[CH:6][C:5]([CH2:8][C@@H:9]([NH:29][C:30]([C@@H:32]2[CH2:41][C:40]3[C:35](=[CH:36][CH:37]=[CH:38][CH:39]=3)[CH2:34][N:33]2C(OC(C)(C)C)=O)=[O:31])[C:10]([N:12]2[CH2:17][CH2:16][CH:15]([C:18]3[CH:23]=[CH:22][CH:21]=[CH:20][C:19]=3[NH:24][C:25]([O:27][CH3:28])=[O:26])[CH2:14][CH2:13]2)=[O:11])=[CH:4][CH:3]=1.[C:49]([OH:55])([C:51]([F:54])([F:53])[F:52])=[O:50]>C(Cl)Cl>[F:52][C:51]([F:54])([F:53])[C:49]([OH:55])=[O:50].[Cl:1][C:2]1[CH:7]=[CH:6][C:5]([CH2:8][C@@H:9]([NH:29][C:30]([C@@H:32]2[CH2:41][C:40]3[C:35](=[CH:36][CH:37]=[CH:38][CH:39]=3)[CH2:34][NH:33]2)=[O:31])[C:10]([N:12]2[CH2:17][CH2:16][CH:15]([C:18]3[CH:23]=[CH:22][CH:21]=[CH:20][C:19]=3[NH:24][C:25]([O:27][CH3:28])=[O:26])[CH2:14][CH2:13]2)=[O:11])=[CH:4][CH:3]=1 |f:3.4|. Reported procedure: The title compound was prepared according to the procedure described in Example 3 (Step b) using tert-butyl 3-[N-((1R)-1-[(4-chlorophenyl)methyl]-2-(4-[2-(methoxycarbonylamino)-phenyl]-piperidyl}-2-oxoethyl)-carbamoyl](3S)-1,2,3,4-tetrahydroisoquinoline-2-carboxylate (Step a) (412 mg, 0.61 mmol) and 50% TFA in CH2Cl2 (20 mL). Purification by reverse phase preparative HPLC [Phenomenex; 5 μm 250×21.2 mm, 5% to 95% CH3CN (0.1% TFA) in H2O (0.1% TFA) over 30 min, then 100% CH3CN (0.1% TFA) for 2 min... Reaction conditions: time 16 hour. Starting materials: C(C)(C)(C)OC(=O)N(C(=NC1=CC(=CC=C1)C1=NC=CC=C1C(=O)O)N)C(=O)OC(C)(C)C (N,N-bis(tert-butoxycarbonyl)-N″-(3-(3-carboxypyridin-2-yl)phenyl)guanidine), Cl (hydrogen chloride). Solvent: ClCCl (dichloromethane), O1CCOCC1 (1,4-dioxane). Product: Cl.Cl.C(=O)(O)C=1C(=NC=CC1)C=1C=C(C=CC1)NC(=N)N (3-(3-carboxypyridin-2-yl)phenylguanidine dihydrochloride). Procedure: To a solution of N,N-bis(tert-butoxycarbonyl)-N″-(3-(3-carboxypyridin-2-yl)phenyl)guanidine (220 mg) in dichloromethane (2 ml) was added a solution of hydrogen chloride in 1,4-dioxane (4N, 4 ml), and the mixture was stirred at room temperature for 16 hours. The solvent was evaporated under reduced pressure. To the residue was added 5% ethanol in ethyl acetate (100 ml), and the precipitate was collected by filtration and dried under reduced pressure to give 3-(3-carboxypyridin-2-yl)phenylguanidin... As a reaction SMILES: C(OC([N:8](C(OC(C)(C)C)=O)[C:9]([NH2:26])=[N:10][C:11]1[CH:16]=[CH:15][CH:14]=[C:13]([C:17]2[C:22]([C:23]([OH:25])=[O:24])=[CH:21][CH:20]=[CH:19][N:18]=2)[CH:12]=1)=O)(C)(C)C.[ClH:34]>ClCCl.O1CCOCC1>[ClH:34].[ClH:34].[C:23]([C:22]1[C:17]([C:13]2[CH:12]=[C:11]([NH:10][C:9]([NH2:26])=[NH:8])[CH:16]=[CH:15][CH:14]=2)=[N:18][CH:19]=[CH:20][CH:21]=1)([OH:25])=[O:24] |f:4.5.6|. Starting materials: COCOC=1C=C(C=C(C1)N1CCCC1)C=1N=C2C(=NC1)N(C=C2C(C(C)(C)C)=O)COCC[Si](C)(C)C (1-[2-(3-methoxymethoxy-5-pyrrolidin-1-yl-phenyl)-5-(2-trimethylsilanyl-ethoxymethyl)-5H-pyrrolo[2,3-b]pyrazin-7-yl]-2,2-dimethyl-propan-1-one), Cl (hydrogen chloride), C(C)(=O)OCC (Ethyl acetate), C(=O)([O-])[O-].[Na+].[Na+] (Na2CO3). The solvent is C(Cl)Cl (CH2Cl2). Conditions: time 2.5 hour. Product: OC=1C=C(C=C(C1)N1CCCC1)C=1N=C2C(=NC1)N(C=C2C(C(C)(C)C)=O)COCC[Si](C)(C)C (1-[2-(3-hydroxy-5-pyrrolidin-1-yl-phenyl)-5-(2-trimethylsilanyl-ethoxymethyl)-5H-pyrrolo[2,3-b]pyrazin-7-yl]-2,2-dimethyl-propan-1-one). The yield is 72.4%. RXN SMILES: COC[O:4][C:5]1[CH:6]=[C:7]([C:16]2[N:17]=[C:18]3[C:24]([C:25](=[O:30])[C:26]([CH3:29])([CH3:28])[CH3:27])=[CH:23][N:22]([CH2:31][O:32][CH2:33][CH2:34][Si:35]([CH3:38])([CH3:37])[CH3:36])[C:19]3=[N:20][CH:21]=2)[CH:8]=[C:9]([N:11]2[CH2:15][CH2:14][CH2:13][CH2:12]2)[CH:10]=1.Cl.C(OCC)(=O)C.C([O-])([O-])=O.[Na+].[Na+]>C(Cl)Cl>[OH:4][C:5]1[CH:6]=[C:7]([C:16]2[N:17]=[C:18]3[C:24]([C:25](=[O:30])[C:26]([CH3:29])([CH3:27])[CH3:28])=[CH:23][N:22]([CH2:31][O:32][CH2:33][CH2:34][Si:35]([CH3:38])([CH3:37])[CH3:36])[C:19]3=[N:20][CH:21]=2)[CH:8]=[C:9]([N:11]2[CH2:15][CH2:14][CH2:13][CH2:12]2)[CH:10]=1 |f:3.4.5|. Procedure details: To a solution of 1-[2-(3-methoxymethoxy-5-pyrrolidin-1-yl-phenyl)-5-(2-trimethylsilanyl-ethoxymethyl)-5H-pyrrolo[2,3-b]pyrazin-7-yl]-2,2-dimethyl-propan-1-one (492 mg, 0.91 mmol) in CH2Cl2 (1.5 ml) was added a solution of 10% ethanolic hydrogen chloride (4 ml, dry). The flask was capped and stirred for 2.5 hours. The volatile material was stripped (rotovap). Ethyl acetate (25 ml) and aqueous 5% Na2CO3 (25 ml) was added and the 2 phase system vigorously stirred for 3 minutes. The material was par... Reaction conditions: time 8 hour. Run in ClCCl (dichloromethane). The reactants are FC1=C(C(=C(C(=N1)F)F)F)F (Pentafluoropyridine), NN (hydrazine). Reported procedure: Pentafluoropyridine (3.4 g; 20 mmol) was dissolved in dichloromethane (50 mL) and chilled in an ice bath. To the solution was added hydrazine (640 mg; 22 mmol) and it was stirred overnight. The solvent was evaporated, and the residue was dissolved in dichloromethane (50 mL) and washed with a 10% sodium carbonate solution (5 mL). It was dried over magnesium sulfate, and evaporated, to give crude 2,3,5,6-tetrafluoro-pyridin-4-yl-hydrazine. The crude product was then dissolved in ethanol. To the so... Yields the product FC1=NC(=C(C(=C1F)NN)F)F (2,3,5,6-tetrafluoro-pyridin-4-yl-hydrazine). RXN SMILES: [F:1][C:2]1[N:7]=[C:6]([F:8])[C:5]([F:9])=[C:4](F)[C:3]=1[F:11].[NH2:12][NH2:13]>ClCCl>[F:1][C:2]1[C:3]([F:11])=[C:4]([NH:12][NH2:13])[C:5]([F:9])=[C:6]([F:8])[N:7]=1. Starting materials: C(C)(C)C1=C(C(=CC=C1)C(C)C)NC(=O)C1C2=C(OCC3=C1C=CC=C3)C=CC(=C2)C (6,11-Dihydro-N-(2,6-diisopropylphenyl)-2-methyldibenz[b,e]-oxepin-11-carboxamide), COC=1C=CC(=CC1)P2(=S)SP(=S)(S2)C=3C=CC(=CC3)OC (Lawesson's reagent). Solvent: C1(=CC=CC=C1)C (toluene). Product: C(C)(C)C1=C(C(=CC=C1)C(C)C)NC(=S)C1C2=C(OCC3=C1C=CC=C3)C=CC(=C2)C (6,11-Dihydro-N-(2,6-diisopropylphenyl)-2-methyldibenz[b,e]-oxepin-11-carbothioamide). Yield: 96.3%. RXN SMILES: [CH:1]([C:4]1[CH:9]=[CH:8][CH:7]=[C:6]([CH:10]([CH3:12])[CH3:11])[C:5]=1[NH:13][C:14]([CH:16]1[C:22]2[CH:23]=[CH:24][CH:25]=[CH:26][C:21]=2[CH2:20][O:19][C:18]2[CH:27]=[CH:28][C:29]([CH3:31])=[CH:30][C:17]1=2)=O)([CH3:3])[CH3:2].COC1C=CC(P2(SP(C3C=CC(OC)=CC=3)(=S)S2)=[S:41])=CC=1>C1(C)C=CC=CC=1>[CH:1]([C:4]1[CH:9]=[CH:8][CH:7]=[C:6]([CH:10]([CH3:12])[CH3:11])[C:5]=1[NH:13][C:14]([CH:16]1[C:22]2[CH:23]=[CH:24][CH:25]=[CH:26][C:21]=2[CH2:20][O:19][C:18]2[CH:27]=[CH:28][C:29]([CH3:31])=[CH:30][C:17]1=2)=[S:41])([CH3:3])[CH3:2]. Reported procedure: After 1.09 g of Compound 4 obtained in Example 4 was dissolved in 10 ml of toluene, 1.07 g of Lawesson's reagent was added to the solution. The mixture was heated under reflux for an hour. The reaction mixture was allowed to stand at room temperature, and concentrated under reduced pressure. The resulting residue was purified by silica gel column chromatography [eluent: hexane-ethyl acetate (2:1 )]to obtain 1.46 g of a crude product. The crude product was recrystallized from ethyl acetate-hexane...